From a dataset of the Open Reaction Database (ORD), a public repository of structured organic reaction records. describe an organic reaction: reactants, conditions, products, and yield Starting materials: [N+](=O)([O-])C1=C(C=CC=C1)C(CCCO)=O (1-(o-nitrophenyl)-4-hydroxy-1-butanone), C(Br)(Br)(Br)Br (CBr4), C1(=CC=CC=C1)P(C1=CC=CC=C1)C1=CC=CC=C1 (triphenylphospine). Solvent: C1(=CC=CC=C1)C (toluene). Run at temperature 60 celsius, time 24 hour. The product is [N+](=O)([O-])C1=C(C=CC=C1)C(CCCBr)=O (1-(o-nitrophenyl)-4-bromo-1-butanone). Yield: 52.0%. Reaction SMILES: [N+:1]([C:4]1[CH:9]=[CH:8][CH:7]=[CH:6][C:5]=1[C:10](=[O:15])[CH2:11][CH2:12][CH2:13]O)([O-:3])=[O:2].C(Br)(Br)(Br)[Br:17].C1(P(C2C=CC=CC=2)C2C=CC=CC=2)C=CC=CC=1>C1(C)C=CC=CC=1>[N+:1]([C:4]1[CH:9]=[CH:8][CH:7]=[CH:6][C:5]=1[C:10](=[O:15])[CH2:11][CH2:12][CH2:13][Br:17])([O-:3])=[O:2]. Procedure details: A mixture of 1-(o-nitrophenyl)-4-hydroxy-1-butanone (1.33 g, 6.4 mmol) and CBr4 (2.32 g, 7.0 mmol) in toluene is treated with triphenylphospine (2.50 g, 9.5 mmol), heated at 60° C. with stirring under nitrogen for 24 hours, cooled to room temperature and poured onto water. The resultant aqueous mixture is extracted with ethyl acetate. The extracts are combined, washed with brine, dried over Na2SO4 and concentrated in vacuo to give a residue. The residue is purified by flash column chromatography... Reactants: N1=C2C(=CC=C1)C(OC2=O)=O (furo[3,4-b]pyridine-5,7-dione), NCCCO (3-aminopropanol). The solvent is C(Cl)(Cl)Cl (chloroform), C(Cl)(Cl)Cl (chloroform). Reaction conditions: temperature 155 celsius. Yields the product OCCCN1C(C2=NC=CC=C2C1=O)=O (6-(3-hydroxypropyl)-5H-pyrrolo[3,4-b]pyridine-5,7(6H)-dione). Isolated yield 70.1%. Reaction SMILES: [N:1]1[CH:6]=[CH:5][CH:4]=[C:3]2[C:7](=[O:11])O[C:9](=[O:10])[C:2]=12.[NH2:12][CH2:13][CH2:14][CH2:15][OH:16]>C(Cl)(Cl)Cl>[OH:16][CH2:15][CH2:14][CH2:13][N:12]1[C:7](=[O:11])[C:3]2[C:2](=[N:1][CH:6]=[CH:5][CH:4]=2)[C:9]1=[O:10]. Reported procedure: To a suspension of 4.0 g (27 mmol) furo[3,4-b]pyridine-5,7-dione in 10 ml chloroform a solution of 2.03 g (27 mmol) of 3-aminopropanol in 7 ml chloroform was added and the mixture was heated to reflux for 30 minutes. Now the solvent was slowly evaporated and the mixture was gradually heated to 150-160° C. while the vacuum was maintained. After two hours the mixture was cooled to room temperature and the brownish crude product was purified by flash chromatography (silica gel, ethyl acetate/MeOH 1... The reactants are COc1cc(-c2nc3ccc(N4CC(C)NCC(C)(C)C4)cc3c(=O)n2CC(=O)OC(C)(C)C)ccc1F, ClCCl, O=C(O)C(F)(F)F. Yields the product COc1cc(-c2nc3ccc(N4CC(C)NCC(C)(C)C4)cc3c(=O)n2CC(=O)O)ccc1F. Reaction SMILES: [C:1]([CH3:2])([CH3:3])([CH3:4])[O:5][C:6]([CH2:7][n:8]1[c:9](-[c:29]2[cH:30][c:31]([O:36][CH3:37])[c:32]([F:35])[cH:33][cH:34]2)[n:10][c:11]2[cH:12][cH:13][c:14]([N:19]3[CH2:20][CH:21]([CH3:28])[NH:22][CH2:23][C:24]([CH3:26])([CH3:27])[CH2:25]3)[cH:15][c:16]2[c:17]1=[O:18])=[O:38].[Cl:46][CH2:47][Cl:48].[F:39][C:40]([F:41])([F:42])[C:43]([OH:44])=[O:45]>>[O:5]=[C:6]([CH2:7][n:8]1[c:9](-[c:29]2[cH:30][c:31]([O:36][CH3:37])[c:32]([F:35])[cH:33][cH:34]2)[n:10][c:11]2[cH:12][cH:13][c:14]([N:19]3[CH2:20][CH:21]([CH3:28])[NH:22][CH2:23][C:24]([CH3:26])([CH3:27])[CH2:25]3)[cH:15][c:16]2[c:17]1=[O:18])[OH:38]. The reactants are C(C)(C)(C)C1=CC(=C(COC2=C(C=CC=C2)/C=C/C(CC2=CC=C(C(=O)OC)C=C2)CCC2=CC=C(C=C2)C#N)C=C1)Cl (methyl 4-{(3E)-4-{2-[(4-tert-butyl-2-chlorobenzyl)oxy]-phenyl}-2-[2-(4-cyanophenyl)ethyl]but-3-en-1-yl}benzoate), C[Si](C)(C)N=[N+]=[N-] (trimethylsilyl azide), C(CCC)[Sn](CCCC)=O (di-n-butyltin oxide). Run in C1(=CC=CC=C1)C (toluene). Reaction conditions: temperature 80 celsius. Product: C(C)(C)(C)C1=CC(=C(COC2=C(C=CC=C2)/C=C/C(CC2=CC=C(C(=O)OC)C=C2)CCC2=CC=C(C=C2)C2=NN=NN2)C=C1)Cl (Methyl 4-((3E)-4-{2-[(4-tert-butyl-2-chlorobenzyl)oxy]phenyl}-2-{2-[4-(1H-tetrazol-5-yl)phenyl]ethyl}but-3-en-1-yl)benzoate). RXN SMILES: [C:1]([C:5]1[CH:42]=[CH:41][C:8]([CH2:9][O:10][C:11]2[CH:16]=[CH:15][CH:14]=[CH:13][C:12]=2/[CH:17]=[CH:18]/[CH:19]([CH2:31][CH2:32][C:33]2[CH:38]=[CH:37][C:36]([C:39]#[N:40])=[CH:35][CH:34]=2)[CH2:20][C:21]2[CH:30]=[CH:29][C:24]([C:25]([O:27][CH3:28])=[O:26])=[CH:23][CH:22]=2)=[C:7]([Cl:43])[CH:6]=1)([CH3:4])([CH3:3])[CH3:2].C[Si]([N:48]=[N+:49]=[N-:50])(C)C.C([Sn](=O)CCCC)CCC>C1(C)C=CC=CC=1>[C:1]([C:5]1[CH:42]=[CH:41][C:8]([CH2:9][O:10][C:11]2[CH:16]=[CH:15][CH:14]=[CH:13][C:12]=2/[CH:17]=[CH:18]/[CH:19]([CH2:31][CH2:32][C:33]2[CH:34]=[CH:35][C:36]([C:39]3[NH:50][N:49]=[N:48][N:40]=3)=[CH:37][CH:38]=2)[CH2:20][C:21]2[CH:22]=[CH:23][C:24]([C:25]([O:27][CH3:28])=[O:26])=[CH:29][CH:30]=2)=[C:7]([Cl:43])[CH:6]=1)([CH3:4])([CH3:2])[CH3:3]. Reported procedure: A solution of 478 mg (0.81 mmol) of methyl 4-{(3E)-4-{2-[(4-tert-butyl-2-chlorobenzyl)oxy]-phenyl}-2-[2-(4-cyanophenyl)ethyl]but-3-en-1-yl}benzoate in 10 ml of toluene is mixed with 1116 mg (9.69 mmol) of trimethylsilyl azide and 351 mg (1.21 mmol) of di-n-butyltin oxide and then heated at 80° C. for 12 h. After cooling to room temperature, the mixture is washed with saturated sodium bicarbonate solution. The organic phase is separated off, washed with saturated sodium chloride solution and drie...